This data is from the Open Reaction Database (ORD), a public repository of structured organic reaction records. The task is: describe an organic reaction: reactants, conditions, products, and yield Starting materials: [BH4-], CO, CN1Cc2c(C3CCC(=O)CC3)ccc(N)c2C1=O, [Na+]. Yields the product CN1Cc2c(C3CCC(O)CC3)ccc(N)c2C1=O. RXN SMILES: [BH4-:20].[CH3:22][OH:23].[NH2:1][c:2]1[cH:3][cH:4][c:5]([CH:13]2[CH2:14][CH2:15][C:16](=[O:19])[CH2:17][CH2:18]2)[c:6]2[c:10]1[C:9](=[O:11])[N:8]([CH3:12])[CH2:7]2.[Na+:21]>>[NH2:1][c:2]1[cH:3][cH:4][c:5]([CH:13]2[CH2:14][CH2:15][CH:16]([OH:19])[CH2:17][CH2:18]2)[c:6]2[c:10]1[C:9](=[O:11])[N:8]([CH3:12])[CH2:7]2. Starting materials: C1(C=CCCC1)C(=O)OC (methyl 2-cyclohexene-1-carboxylate), cupric chloride dihydrate, C1(C=CCCC1)C(C(Cl)(Cl)Cl)O (1-(2-Cyclohexen-1-yl)-2,2,2-trichloroethanol), cupric chloride dihydrate, [Na] (sodium), 41, O=O (oxygen). The reagents and catalysts are O.N1=CC=CC2=CC=C3C=CC=NC3=C12 (1,10-phenanthroline hydrate), O.N1=CC=CC2=CC=C3C=CC=NC3=C12 (1,10-phenanthroline hydrate). Solvent: CO (methanol), CO (methanol), CO (methanol). Product: C1(=CCCCC1)C(=O)OC (methyl 1-cyclohexene-1-carboxylate). The yield is 59.0%. As a reaction SMILES: C1(C(O)C(Cl)(Cl)Cl)CCCC=C1.O=O.[Na].[CH:16]1([C:22]([O:24][CH3:25])=[O:23])[CH2:21][CH2:20][CH2:19][CH:18]=[CH:17]1>CO.O.N1C2C(=CC=C3C=2N=CC=C3)C=CC=1>[C:16]1([C:22]([O:24][CH3:25])=[O:23])[CH2:21][CH2:20][CH2:19][CH2:18][CH:17]=1 |f:5.6,^1:14|. Procedure: 1-(2-Cyclohexen-1-yl)-2,2,2-trichloroethanol (20 g; 87.3 m. moles) was added to a solution of cupric chloride dihydrate (0.25 g; 1.47 m. moles) and a 1,10-phenanthroline hydrate (0.75 g; 3.8 m. moles) in methanol (150 ml). A rapid stream of oxygen was passed through the vigorously stirred solution and a solution of sodium (2.5 g; 108.5 m. moles) in methanol (50 ml) was added over a period of 41/4 hours. A solution of cupric chloride dihydrate (0.125 g; 0.733 m. moles) and 1,10-phenanthroline hyd... Procedure details: Into a 50 milliliter glass reactor equipped with a thermometer connected to a temperature controller, a heating mantle, a condenser and a magnetic stirring bar, is charged 5.49 gms (0.0181 mole) of tri-m-tolyl phosphine and 25 gms of toluene. The slurry is heated to 40° C., then 3.38 gms (0.0217 mole) of ethyl iodide is added. This reaction mass is heated to 40° C. and maintained for 16 hours, then heated to 70° C. and maintained for 4 hours, then cooled to 30° C. and the resulting phosphonium s... Reactants: C(C)I (ethyl iodide), C1(=CC(=CC=C1)P(C=1C=C(C=CC1)C)C=1C=C(C=CC1)C)C (tri-m-tolyl phosphine), P(O)(O)(O)=O (phosphoric acid). The product is [I-].C(C)[P+](C=1C=C(C=CC1)C)(C=1C=C(C=CC1)C)C=1C=C(C=CC1)C (Ethyltri-m-tolyl Phosphonium Iodide). The solvent is C1(=CC=CC=C1)C (toluene). Conditions: temperature 40 celsius. Reaction SMILES: [C:1]1([CH3:22])[CH:6]=[CH:5][CH:4]=[C:3]([P:7]([C:15]2[CH:16]=[C:17]([CH3:21])[CH:18]=[CH:19][CH:20]=2)[C:8]2[CH:9]=[C:10]([CH3:14])[CH:11]=[CH:12][CH:13]=2)[CH:2]=1.[CH2:23]([I:25])[CH3:24].P(=O)(O)(O)O>C1(C)C=CC=CC=1>[I-:25].[CH2:23]([P+:7]([C:15]1[CH:16]=[C:17]([CH3:21])[CH:18]=[CH:19][CH:20]=1)([C:3]1[CH:2]=[C:1]([CH3:22])[CH:6]=[CH:5][CH:4]=1)[C:8]1[CH:9]=[C:10]([CH3:14])[CH:11]=[CH:12][CH:13]=1)[CH3:24] |f:4.5|. Reactants: OC(C(=O)OC)C=1C(=NC=2N(C1C1=CC=C(C=C1)C)N=CC2)C (methyl 2-hydroxy-2-(5-methyl-7-p-tolylpyrazolo[1,5-a]pyrimidin-6-yl)acetate), Cl(=O)(=O)(=O)O (perchloric acid). The solvent is C(C)(=O)OC(C)(C)C (tert-butyl acetate). Reaction conditions: time 2 hour. Product: C(C)(C)(C)OC(C(=O)OC)C=1C(=NC=2N(C1C1=CC=C(C=C1)C)N=CC2)C (Methyl 2-tert-butoxy-2-(5-methyl-7-p-tolylpyrazolo[1,5-a]pyrimidin-6-yl)acetate). Yield: 110.6%. Reaction SMILES: [OH:1][CH:2]([C:7]1[C:8]([CH3:23])=[N:9][C:10]2[N:11]([N:20]=[CH:21][CH:22]=2)[C:12]=1[C:13]1[CH:18]=[CH:17][C:16]([CH3:19])=[CH:15][CH:14]=1)[C:3]([O:5][CH3:6])=[O:4].Cl(O)(=O)(=O)=O>C(OC(C)(C)C)(=O)C>[C:7]([O:1][CH:2]([C:7]1[C:8]([CH3:23])=[N:9][C:10]2[N:11]([N:20]=[CH:21][CH:22]=2)[C:12]=1[C:13]1[CH:18]=[CH:17][C:16]([CH3:19])=[CH:15][CH:14]=1)[C:3]([O:5][CH3:6])=[O:4])([CH3:8])([CH3:12])[CH3:2]. Procedure: To a suspension of methyl 2-hydroxy-2-(5-methyl-7-p-tolylpyrazolo[1,5-a]pyrimidin-6-yl)acetate (40 mg, 0.128 mmol) in tert-butyl acetate (1 mL) at room temperature was added perchloric acid (0.015 mL, 0.257 mmol). The reaction mixture was stirred for 2 h at room temperature before being quenched with water and diluted with ethyl acetate. The organic phase was washed with saturated NaHCO3 and dried over sodium sulfate. The solvent was evaporated. Purification by silica gel chromatography provided... Starting materials: N(=[N+]=[N-])C1=C(C(=C(C(=O)OC)C=C1SCC1=CC=CC=C1)NC1=C(C=CC=C1)Cl)F (methyl 4-azido-5-(benzylthio)-3-fluoro-2-((2-chlorophenyl)amino)benzoate), [H][H] (hydrogen). The reagents and catalysts are [Pd] (palladium on carbon). Solvent: CO (MeOH). Conditions: time 2 hour. Product: NC1=C(C(=C(C(=O)OC)C=C1SCC1=CC=CC=C1)NC1=C(C=CC=C1)Cl)F (methyl 4-amino-5-(benzylthio)-3-fluoro-2-((2-chlorophenyl)amino)benzoate). Isolated yield 99.9%. RXN SMILES: [N:1]([C:4]1[C:13]([S:14][CH2:15][C:16]2[CH:21]=[CH:20][CH:19]=[CH:18][CH:17]=2)=[CH:12][C:7]([C:8]([O:10][CH3:11])=[O:9])=[C:6]([NH:22][C:23]2[CH:28]=[CH:27][CH:26]=[CH:25][C:24]=2[Cl:29])[C:5]=1[F:30])=[N+]=[N-].[H][H]>CO.[Pd]>[NH2:1][C:4]1[C:13]([S:14][CH2:15][C:16]2[CH:21]=[CH:20][CH:19]=[CH:18][CH:17]=2)=[CH:12][C:7]([C:8]([O:10][CH3:11])=[O:9])=[C:6]([NH:22][C:23]2[CH:28]=[CH:27][CH:26]=[CH:25][C:24]=2[Cl:29])[C:5]=1[F:30]. Reported procedure: To a solution of methyl 4-azido-5-(benzylthio)-3-fluoro-2-((2-chlorophenyl)amino)benzoate (9.84 g, 22.23 mmol) in MeOH (200 mL) was added and 10% palladium on carbon (1.55 g) under nitrogen atmosphere. Then the nitrogen atmosphere was completely changed to hydrogen atmosphere. The mixture was stirred for 2 h at ambient temperature. After the insoluble matter was filtered off, the solvent was evaporated in vacuo to give the desired product (9.26 g, 100%). 1H NMR (400 MHz, DMSO-d6): δ 8.94 (s, 1H)... Reactants: C(C1=CC=CC=C1)OCC=1NC=C(N1)C=1C(=NOC1C)C1=CC=CC=C1 (4-(2-benzyloxymethyl-1H-imidazol-4-yl)-5-methyl-3-phenyl-isoxazole), ClC1=NC=CC=N1 (2-chloropyrimidine). Yields the product C(C1=CC=CC=C1)OCC=1N(C=C(N1)C=1C(=NOC1C)C1=CC=CC=C1)C1=NC=CC=N1 (2-[2-Benzyloxymethyl-4-(5-methyl-3-phenyl-isoxazol-4-yl)-imidazol-1-yl]-pyrimidine). Yield: 41.0%. Reaction SMILES: [CH2:1]([O:8][CH2:9][C:10]1[NH:11][CH:12]=[C:13]([C:15]2[C:16]([C:21]3[CH:26]=[CH:25][CH:24]=[CH:23][CH:22]=3)=[N:17][O:18][C:19]=2[CH3:20])[N:14]=1)[C:2]1[CH:7]=[CH:6][CH:5]=[CH:4][CH:3]=1.Cl[C:28]1[N:33]=[CH:32][CH:31]=[CH:30][N:29]=1>>[CH2:1]([O:8][CH2:9][C:10]1[N:11]([C:28]2[N:33]=[CH:32][CH:31]=[CH:30][N:29]=2)[CH:12]=[C:13]([C:15]2[C:16]([C:21]3[CH:26]=[CH:25][CH:24]=[CH:23][CH:22]=3)=[N:17][O:18][C:19]=2[CH3:20])[N:14]=1)[C:2]1[CH:3]=[CH:4][CH:5]=[CH:6][CH:7]=1. Procedure: As described for Example 63, 4-(2-benzyloxymethyl-1H-imidazol-4-yl)-5-methyl-3-phenyl-isoxazole (60 mg, 0.17 mmol) using 2-chloropyrimidine instead of 4-fluoroacetophenone was converted to the title compound (30 mg, 41%) which was obtained as an off-white solid. MS: m/e=424.3 [M+H]+. Starting materials: N1=CC=C(C=C1)C1=NNC2=C1CN(CC2)C(=O)OC(C)(C)C (tert-butyl 3-(pyridin-4-yl)-6,7-dihydro-1H-pyrazolo[4,3-c]pyridine-5(4H)-carboxylate), Cl (HCl). Solvent: O1CCOCC1 (dioxane). Run at time 8 hour. Yields the product Cl.N1=CC=C(C=C1)C1=NNC2=C1CNCC2 (3-(pyridin-4-yl)-4,5,6,7-tetrahydro-1H-pyrazolo[4,3-c]pyridine hydrochloride), solid. Reaction SMILES: [N:1]1[CH:6]=[CH:5][C:4]([C:7]2[C:11]3[CH2:12][N:13](C(OC(C)(C)C)=O)[CH2:14][CH2:15][C:10]=3[NH:9][N:8]=2)=[CH:3][CH:2]=1.[ClH:23]>O1CCOCC1>[ClH:23].[N:1]1[CH:2]=[CH:3][C:4]([C:7]2[C:11]3[CH2:12][NH:13][CH2:14][CH2:15][C:10]=3[NH:9][N:8]=2)=[CH:5][CH:6]=1 |f:3.4|. Procedure: To tert-butyl 3-(pyridin-4-yl)-6,7-dihydro-1H-pyrazolo[4,3-c]pyridine-5(4H)-carboxylate (3 g, 10 mmol) in a round-bottom flask was added HCl in dioxane (4 N, 8 ml) and the reaction was stirred at room temperature for overnight. After removal of the solvent, ethyl ether was added and the desired product was obtained by filtration as a light yellow solid (2.2 g). LC-MS found 201 (M+H) Starting materials: C(C)(=O)O[C@@H]1[C@@H]([C@@H](OC(C)=O)[C@@H](OC(C)=O)[C@H](O1)COC(C)=O)N=[N+]=[N-] (1,3,4,6-tetra-O-acetyl-2-azido-2-deoxy-alpha-D-galactopyranose), Br (HBr). The reagents and catalysts are [Br-].C(C)[N+](CC)(CC)CC (tetraethyl ammonium bromide). Solvent: C(Cl)Cl (CH2Cl2), C(Cl)Cl (CH2Cl2). Run at time 2 hour. Product: C(C)(=O)O[C@@H]1[C@H]([C@H](O[C@@H]([C@@H]1OC(C)=O)COC(C)=O)Br)N=[N+]=[N-] (3,4,6-Tri-O-acetyl-2-azido-2-deoxy-alpha-D-galactopyranosyl bromide). As a reaction SMILES: C(O[C@H:5]1[O:18][C@H:17]([CH2:19][O:20][C:21](=[O:23])[CH3:22])[C@H:12]([O:13][C:14](=[O:16])[CH3:15])[C@H:7]([O:8][C:9](=[O:11])[CH3:10])[C@H:6]1[N:24]=[N+:25]=[N-:26])(=O)C.[BrH:27]>C(Cl)Cl.[Br-].C([N+](CC)(CC)CC)C>[C:9]([O:8][C@H:7]1[C@@H:12]([O:13][C:14](=[O:16])[CH3:15])[C@@H:17]([CH2:19][O:20][C:21](=[O:23])[CH3:22])[O:18][C@H:5]([Br:27])[C@@H:6]1[N:24]=[N+:25]=[N-:26])(=[O:11])[CH3:10] |f:3.4|. Reported procedure: 1 ,3,4,6- Tetra-O-acetyl-2-azido-2-deoxy-alpha-D-galactopyranose (14) (500 mg) was dissolved in 50 mL CH2Cl2 (anhydrous), treated with 50 mL of CH2Cl2 saturated with HBr at 0° C., and stirred for two hours. Then 2 g of tetraethyl ammonium bromide was added and stirred overnight. Next, the solution was washed with 100 mL ice-cold water and concentrated. The residue was crystallized from ethyl ether and pentane to give 400 mg of 3,4,6-tri-O-acetyl-2-azido-2-deoxy-alpha-D-galactopyranosyl bromide (... The reactants are [Al], COc1ccc([N+](=O)[O-])c(Oc2ccccc2C(C)(C)C)n1, CC#N, C[Si](C)(C)Cl, [I-], [Na+], O, c1ccncc1. The product is CC(C)(C)c1ccccc1Oc1nc(O)ccc1[N+](=O)[O-]. As a reaction SMILES: [Al:25].[C:3]([CH3:4])([CH3:5])([CH3:6])[c:7]1[c:8]([O:9][c:10]2[n:11][c:12]([O:19][CH3:20])[cH:13][cH:14][c:15]2[N+:16](=[O:17])[O-:18])[cH:21][cH:22][cH:23][cH:24]1.[CH3:32][C:33]#[N:34].[Cl:26][Si:27]([CH3:28])([CH3:29])[CH3:30].[I-:2].[Na+:1].[OH2:31].[cH:35]1[cH:36][cH:37][n:38][cH:39][cH:40]1>>[C:3]([CH3:4])([CH3:5])([CH3:6])[c:7]1[c:8]([O:9][c:10]2[n:11][c:12]([OH:19])[cH:13][cH:14][c:15]2[N+:16](=[O:17])[O-:18])[cH:21][cH:22][cH:23][cH:24]1. Starting materials: CC(C)(C)OC(=O)Nc1ccc(Cc2cc(N=[N+]=[N-])ncn2)cc1, CO, [H][H]. Product: CC(C)(C)OC(=O)Nc1ccc(Cc2cc(N)ncn2)cc1. RXN SMILES: [C:1]([CH3:2])([CH3:3])([CH3:4])[O:5][C:6]([NH:7][c:8]1[cH:9][cH:10][c:11]([CH2:14][c:15]2[n:16][cH:17][n:18][c:19]([N:21]=[N+:22]=[N-:23])[cH:20]2)[cH:12][cH:13]1)=[O:24].[CH3:27][OH:28].[H:25][H:26]>>[C:1]([CH3:2])([CH3:3])([CH3:4])[O:5][C:6]([NH:7][c:8]1[cH:9][cH:10][c:11]([CH2:14][c:15]2[n:16][cH:17][n:18][c:19]([NH2:21])[cH:20]2)[cH:12][cH:13]1)=[O:24].